This data is from the Open Reaction Database (ORD), a public repository of structured organic reaction records. The task is: describe an organic reaction: reactants, conditions, products, and yield The reactants are CCOC(C)=O, O=C[O-], COc1c(-c2ccc(C(=O)O)s2)cc(C)cc1[N+](=O)[O-], [NH4+]. Product: COc1c(N)cc(C)cc1-c1ccc(C(=O)O)s1. RXN SMILES: [CH3:25][CH2:26][O:27][C:28](=[O:29])[CH3:30].[CH:21]([O-:22])=[O:23].[N+:1]([O-:2])(=[O:3])[c:4]1[c:5]([O:19][CH3:20])[c:6](-[c:11]2[cH:12][cH:13][c:14]([C:16](=[O:17])[OH:18])[s:15]2)[cH:7][c:8]([CH3:10])[cH:9]1.[NH4+:24]>>[NH2:1][c:4]1[c:5]([O:19][CH3:20])[c:6](-[c:11]2[cH:12][cH:13][c:14]([C:16](=[O:17])[OH:18])[s:15]2)[cH:7][c:8]([CH3:10])[cH:9]1. Reactants: Cl (hydrochloric acid), FC(C1=CC=C(C=C1)C1=CC=C(C=C1)CC#N)(F)F ((4′-trifluoromethyl-biphenyl-4-yl)-acetonitrile), O1CCOCC1 ([1,4]dioxane), [OH-].[Na+] (sodium hydroxide). Conditions: temperature 110 celsius. Yields the product FC(C1=CC=C(C=C1)C1=CC=C(C=C1)CC(=O)O)(F)F ((4′-Trifluoromethyl-biphenyl-4-yl)-acetic acid). Isolated yield 90.0%. RXN SMILES: Cl.[F:2][C:3]([F:20])([F:19])[C:4]1[CH:9]=[CH:8][C:7]([C:10]2[CH:15]=[CH:14][C:13](CC#N)=[CH:12][CH:11]=2)=[CH:6][CH:5]=1.[OH-:21].[Na+].[O:23]1[CH2:28][CH2:27]OCC1>>[F:2][C:3]([F:20])([F:19])[C:4]1[CH:9]=[CH:8][C:7]([C:10]2[CH:15]=[CH:14][C:13]([CH2:27][C:28]([OH:23])=[O:21])=[CH:12][CH:11]=2)=[CH:6][CH:5]=1 |f:2.3|. Procedure details: Concentrated hydrochloric acid (37%, 1 mL) is added to a solution of (4′-trifluoromethyl-biphenyl-4-yl)-acetonitrile (0.290 g, 1.11 mmol) in [1,4]dioxane (2 mL), heated at 110° C. for six hours, cooled to room temperature and adjust pH to 3 using 5.0 N sodium hydroxide, extracted with ethyl acetate three times. Organics are dried over sodium sulfate, filtered and concentrated to provide 0.280 g (11.0 mmol, 90%) of title compound. The reactants are C1(=CC=CC=C1)/C=C/COCC1CC2=C(N(C=N2)C(C2=CC=CC=C2)(C2=CC=CC=C2)C2=CC=CC=C2)CC1 ((E)-5-(3-phenylallyloxymethyl)-1-triphenylmethyl-4,5,6,7-tetrahydro-1H-benzimidazole), C1(=CC=CC=C1)/C=C/COCC1CC2=C(N=CN2C(C2=CC=CC=C2)(C2=CC=CC=C2)C2=CC=CC=C2)CC1 ((E)-5-(3-phenylallyloxymethyl)-3-triphenylmethyl-4,5,6,7-tetrahydro-3H-benzimidazole). Solvent: C(C)(=O)O (acetic acid), O (water). Run at temperature 90 celsius, time 2 hour. Yields the product C1(=CC=CC=C1)/C=C/COCC1CC2=C(NC=N2)CC1 ((E)-5-(3-Phenylallyloxymethyl)-4,5,6,7-tetrahydro-1H-benzimidazole). RXN SMILES: [C:1]1(/[CH:7]=[CH:8]/[CH2:9][O:10][CH2:11][CH:12]2[CH2:39][CH2:38][C:15]3[N:16](C(C4C=CC=CC=4)(C4C=CC=CC=4)C4C=CC=CC=4)[CH:17]=[N:18][C:14]=3[CH2:13]2)[CH:6]=[CH:5][CH:4]=[CH:3][CH:2]=1.C1(/C=C/COCC2CCC3N=CN(C(C4C=CC=CC=4)(C4C=CC=CC=4)C4C=CC=CC=4)C=3C2)C=CC=CC=1>C(O)(=O)C.O>[C:1]1(/[CH:7]=[CH:8]/[CH2:9][O:10][CH2:11][CH:12]2[CH2:39][CH2:38][C:15]3[NH:16][CH:17]=[N:18][C:14]=3[CH2:13]2)[CH:2]=[CH:3][CH:4]=[CH:5][CH:6]=1. Procedure details: A mixture of (E)-5-(3-phenylallyloxymethyl)-1-triphenylmethyl-4,5,6,7-tetrahydro-1H-benzimidazole and (E)-5-(3-phenylallyloxymethyl)-3-triphenylmethyl-4,5,6,7-tetrahydro-3H-benzimidazole (501 mg, 0.98 mmol) was dissolved in a mixture of acetic acid (5.0 ml) and water (0.6 ml). The reaction mixture was stirred for 2 hours at 90° C. The solvent was removed in vacuo. The crude product was purified by flash chromatography on silica (40 g), using DCM/methanol/25% aqueous ammonia (100:10:1) as eluent,... The reactants are C(C)(C)(C)SNC (tert.-butylmercapto monomethylamine), ClC=1C=C(C=CC1Cl)N=C=O (3,4-dichlorophenyl isocyanate). Reagents/catalysts: C(C)N(CC)CC (triethylamine). The solvent is O1CCCC1 (tetrahydrofuran). Run at time 30 minute. Product: CN(C(=O)NC1=CC(=C(C=C1)Cl)Cl)SC(C)(C)C (N-methyl-N-tert.-butylthio-N'-(3,4-dichlorophenyl)-urea). Yield: 82.8%. RXN SMILES: [C:1]([S:5][NH:6][CH3:7])([CH3:4])([CH3:3])[CH3:2].[Cl:8][C:9]1[CH:10]=[C:11]([N:16]=[C:17]=[O:18])[CH:12]=[CH:13][C:14]=1[Cl:15]>C(N(CC)CC)C.O1CCCC1>[CH3:7][N:6]([S:5][C:1]([CH3:4])([CH3:3])[CH3:2])[C:17]([NH:16][C:11]1[CH:12]=[CH:13][C:14]([Cl:15])=[C:9]([Cl:8])[CH:10]=1)=[O:18]. Procedure: 12 g of tert.-butylmercapto monomethylamine, 20 g of 3,4-dichlorophenyl isocyanate and 3 drops of triethylamine were added to 120 ml of tetrahydrofuran and after stirring the mixture for 30 minutes, the solvent was distilled off under reduced pressure. The residue was crystallized from ethanol to obtain 25.6 g of N-methyl-N-tert.-butylthio-N'-(3,4-dichlorophenyl)-urea melting at 127° C. Starting materials: N#CCC(=O)O, CCCC(O)CC(=O)OCC, CN(C)c1ccncc1, C(=NC1CCCCC1)=NC1CCCCC1, ClCCl. Product: CCCC(CC(=O)OCC)OC(=O)CC#N. Reaction SMILES: [C:12](#[N:13])[CH2:14][C:15](=[O:16])[OH:17].[CH2:1]([CH3:2])[O:3][C:4]([CH2:5][CH:6]([CH2:7][CH2:8][CH3:9])[OH:10])=[O:11].[CH3:33][N:34]([CH3:35])[c:36]1[cH:37][cH:38][n:39][cH:40][cH:41]1.[CH:18]1([N:19]=[C:20]=[N:21][CH:22]2[CH2:23][CH2:24][CH2:25][CH2:26][CH2:27]2)[CH2:28][CH2:29][CH2:30][CH2:31][CH2:32]1.[Cl:42][CH2:43][Cl:44]>>[CH2:1]([CH3:2])[O:3][C:4]([CH2:5][CH:6]([CH2:7][CH2:8][CH3:9])[O:10][C:15]([CH2:14][C:12]#[N:13])=[O:16])=[O:11].